This data is from the Open Reaction Database (ORD), a public repository of structured organic reaction records. The task is: describe an organic reaction: reactants, conditions, products, and yield Reactants: F\C=C/1\[C@@H]2[C@H]3CCCC=C3CC[C@H]2[C@@H]2CCC([C@@]2(C)C1)=O ((E)-11-(Fluoromethylene)estr-4-en-17-one), C(#CC)[Mg]Br (Propynyl magnesium bromide), Grignard reagent. Solvent: O (water). Conditions: time 2 hour. Product: F\C=C/1\[C@@H]2[C@H]3CCCC=C3CC[C@H]2[C@@H]2CC[C@]([C@@]2(C)C1)(C#CC)O ((E)-11-Fluoromethylene-17β-hydroxy-17α-propynylestr-4-ene). RXN SMILES: [F:1]/[CH:2]=[C:3]1/[C@H:4]2[C@H:13]([C@H:14]3[C@@:18]([CH2:20]/1)([CH3:19])[C:17](=[O:21])[CH2:16][CH2:15]3)[CH2:12][CH2:11][C:10]1[C@@H:5]2[CH2:6][CH2:7][CH2:8][CH:9]=1.[C:22]([Mg]Br)#[C:23][CH3:24]>O>[F:1]/[CH:2]=[C:3]1/[C@H:4]2[C@H:13]([C@H:14]3[C@@:18]([CH2:20]/1)([CH3:19])[C@:17]([OH:21])([C:22]#[C:23][CH3:24])[CH2:16][CH2:15]3)[CH2:12][CH2:11][C:10]1[C@@H:5]2[CH2:6][CH2:7][CH2:8][CH:9]=1. Reported procedure: (E)-11-(Fluoromethylene)estr-4-en-17-one (XII, Example 55, 382 ml) is cooled on an ice bath. Propynyl magnesium bromide (about 0.5M, 4.24 ml is THF) is added and the mixture stirred. After 2 hr TLC shows a small amount of starting material and an additional Grignard reagent is added (0.5 ml). After another 0.5 hr ice and water are added and the product extracted with ether, washed several times with water, dried over sodium sulfate, filtered, and concentrated. The residue is chromatographed over... The reactants are CC(C)(C)OC(=O)C1CCCN(CO)c2c1cc(OCc1ccccc1)c1ccccc21, ClC(Cl)(Cl)Cl, ClCCl, c1ccc(P(c2ccccc2)c2ccccc2)cc1. Yields the product CC(C)(C)OC(=O)C1CCCN(CCl)c2c1cc(OCc1ccccc1)c1ccccc21. As a reaction SMILES: [CH2:1]([c:2]1[cH:3][cH:4][cH:5][cH:6][cH:7]1)[O:8][c:9]1[cH:10][c:11]2[c:12]([c:27]3[cH:28][cH:29][cH:30][cH:31][c:32]13)[N:13]([CH2:25][OH:26])[CH2:14][CH2:15][CH2:16][CH:17]2[C:18](=[O:19])[O:20][C:21]([CH3:22])([CH3:23])[CH3:24].[Cl:33][C:34]([Cl:35])([Cl:36])[Cl:37].[Cl:57][CH2:58][Cl:59].[c:38]1([P:39]([c:40]2[cH:41][cH:42][cH:43][cH:44][cH:45]2)[c:46]2[cH:47][cH:48][cH:49][cH:50][cH:51]2)[cH:52][cH:53][cH:54][cH:55][cH:56]1>>[CH2:1]([c:2]1[cH:3][cH:4][cH:5][cH:6][cH:7]1)[O:8][c:9]1[cH:10][c:11]2[c:12]([c:27]3[cH:28][cH:29][cH:30][cH:31][c:32]13)[N:13]([CH2:25][Cl:33])[CH2:14][CH2:15][CH2:16][CH:17]2[C:18](=[O:19])[O:20][C:21]([CH3:22])([CH3:23])[CH3:24]. The reactants are CCCC[N+](CCCC)(CCCC)CCCC, CN1CCCC1=O, ClCCOCCCl, [I-], CC(C)c1cc(C(=O)N2Cc3ccc(N)cc3C2)c(OCc2ccccc2)cc1OCc1ccccc1. The product is CC(C)c1cc(C(=O)N2Cc3ccc(N4CCOCC4)cc3C2)c(OCc2ccccc2)cc1OCc1ccccc1. Reaction SMILES: [CH2:46]([N+:47]([CH2:48][CH2:49][CH2:50][CH3:51])([CH2:52][CH2:53][CH2:54][CH3:55])[CH2:56][CH2:57][CH2:58][CH3:59])[CH2:60][CH2:61][CH3:62].[CH3:63][N:64]1[CH2:65][CH2:66][CH2:67][C:68]1=[O:69].[Cl:38][CH2:39][CH2:40][O:41][CH2:42][CH2:43][Cl:44].[I-:45].[NH2:1][c:2]1[cH:3][c:4]2[c:8]([cH:9][cH:10]1)[CH2:7][N:6]([C:11](=[O:12])[c:13]1[c:14]([O:30][CH2:31][c:32]3[cH:33][cH:34][cH:35][cH:36][cH:37]3)[cH:15][c:16]([O:22][CH2:23][c:24]3[cH:25][cH:26][cH:27][cH:28][cH:29]3)[c:17]([CH:19]([CH3:20])[CH3:21])[cH:18]1)[CH2:5]2>>[N:1]1([c:2]2[cH:3][c:4]3[c:8]([cH:9][cH:10]2)[CH2:7][N:6]([C:11](=[O:12])[c:13]2[c:14]([O:30][CH2:31][c:32]4[cH:33][cH:34][cH:35][cH:36][cH:37]4)[cH:15][c:16]([O:22][CH2:23][c:24]4[cH:25][cH:26][cH:27][cH:28][cH:29]4)[c:17]([CH:19]([CH3:20])[CH3:21])[cH:18]2)[CH2:5]3)[CH2:39][CH2:40][O:41][CH2:42][CH2:43]1. The reactants are BrC=1C=NC(=C(C(=O)N(C)OC)C1)Cl (5-Bromo-2-chloro-N-methoxy-N-methylnicotinamide), BrC=1C=NC(=C(C(=O)O)C1)Cl (5-bromo-2-chloronicotinic acid), CN(C=O)C (N,N-dimethylformamide). Run in S(=O)(Cl)Cl (thionyl chloride). Conditions: temperature 80 celsius. The product is BrC=1C=NC(=C(C(=O)Cl)C1)Cl (5-bromo-2-chloronicotinoyl chloride). RXN SMILES: [Br:1][C:2]1[CH:3]=[N:4][C:5]([Cl:14])=[C:6]([CH:13]=1)[C:7](N(OC)C)=[O:8].BrC1C=NC([Cl:25])=C(C=1)C(O)=O.CN(C)C=O>S(Cl)(Cl)=O>[Br:1][C:2]1[CH:3]=[N:4][C:5]([Cl:14])=[C:6]([CH:13]=1)[C:7]([Cl:25])=[O:8]. Procedure details: 5-Bromo-2-chloro-N-methoxy-N-methylnicotinamide. To a mixture of 5-bromo-2-chloronicotinic acid (6 g, 25.5 mmol) in thionyl chloride (30 mL) was added a drop of N,N-dimethylformamide, and the reaction mixture was heated at 80° C. for 2 h. The mixture was cooled to room temperature, and concentrated to give crude 5-bromo-2-chloronicotinoyl chloride. A solution of O,N-dimethyl-hydroxylamine hydrochloride salt (3.45 g, 35.6 mmol) and triethylamine (7.48 g, 74.1 mmol) in dichloromethane (80 mL), and... The reactants are C(C)O (ethanol), CO (MeOH), material, Cl (hydrogen chloride), CO (MeOH), Cl (hydrogen chloride), C[C@]1(OCCC1)C(=O)O (2(R)-methyl tetrahydrofuran-2-carboxylic acid). The solvent is C(C)(=O)OCC (ethyl acetate), C(C)(=O)OCC (ethyl acetate). Product: CC1(OCCC1)C(=O)O (2-Methyl Tetrahydrofuran-2-carboxylic Acid). Reaction SMILES: C(O)C.Cl.CO.[CH3:7][C@:8]1([C:13]([OH:15])=[O:14])[CH2:12][CH2:11][CH2:10][O:9]1>C(OCC)(=O)C>[CH3:7][C:8]1([C:13]([OH:15])=[O:14])[CH2:12][CH2:11][CH2:10][O:9]1. Procedure details: The major batch obtained above (88 g) was dissolved in 240 mL hot (60-65° C.) ethanol and cooled to room temperature gradually. After 24 h, no crystals had formed. Crystallization was induced by gradual and careful cooling to 8° C. when fine needles began to form. This mixture, after filtration over sintered glass and washing with cold acetone (−60° C.), provided 10 g of a free-flowing salt. The filtrate obtained was put on the rotovap until crystal began to form in the flask. It was then allowe... Reactants: Cc1cc(O)c2ccc(OCc3ccccc3)cc2n1, Cc1cc(Cl)c2ccc(OCc3ccccc3)cc2n1, CO. Reaction SMILES: [CH2:1]([c:2]1[cH:3][cH:4][cH:5][cH:6][cH:7]1)[O:8][c:9]1[cH:10][cH:11][c:12]2[c:13]([OH:20])[cH:14][c:15]([CH3:19])[n:16][c:17]2[cH:18]1.[CH2:21]([O:22][c:23]1[cH:24][c:25]2[c:26]([c:27]([Cl:28])[cH:29][c:30]([CH3:31])[n:32]2)[cH:33][cH:34]1)[c:35]1[cH:36][cH:37][cH:38][cH:39][cH:40]1.[CH3:41][OH:42]>>[OH:8][c:9]1[cH:10][cH:11][c:12]2[c:13]([OH:20])[cH:14][c:15]([CH3:19])[n:16][c:17]2[cH:18]1. Product: Cc1cc(O)c2ccc(O)cc2n1. Procedure: Dimethyl acetonedicarboxylate (50 g; 0.29 mmole) was dissolved in toluene (150 ml), and benzylamine (32.2 g; 0.3 mmole) was added thereto. The resultant mixture was heated under reflux for 30 minutes while elimination of water and then cooled to room temperature. Gaseous ketene was introduced therein. The precipitated crystals were collected by filtration and recrystallized from ethanol to give dimethyl 2-acetyl-3-benzylamino-2-pentenedioate. M.P., 123.5°-124.0° C. The solvent is C1(=CC=CC=C1)C (toluene). Starting materials: O (water), COC(=O)CC(=O)CC(=O)OC (Dimethyl acetonedicarboxylate), C(C1=CC=CC=C1)N (benzylamine), resultant mixture, C=C=O (ketene). RXN SMILES: [CH3:1][O:2][C:3]([CH2:5][C:6]([CH2:8][C:9]([O:11][CH3:12])=[O:10])=O)=[O:4].[CH2:13]([NH2:20])[C:14]1[CH:19]=[CH:18][CH:17]=[CH:16][CH:15]=1.O.[CH2:22]=[C:23]=[O:24]>C1(C)C=CC=CC=1>[C:23]([C:5](=[C:6]([NH:20][CH2:13][C:14]1[CH:19]=[CH:18][CH:17]=[CH:16][CH:15]=1)[CH2:8][C:9]([O:11][CH3:12])=[O:10])[C:3]([O:2][CH3:1])=[O:4])(=[O:24])[CH3:22]. Product: C(C)(=O)C(C(=O)OC)=C(CC(=O)OC)NCC1=CC=CC=C1 (dimethyl 2-acetyl-3-benzylamino-2-pentenedioate). Reactants: COC=C1C(OC(OC1=O)(C)C)=O (5-(methoxymethylene)-2,2-dimethyl-1,3-dioxane-4,6-dione), BrC=1C=C(N)C=CC1OC (3-bromo-4-methoxyaniline). Run in CC(C)O (IPA). Conditions: temperature 90 celsius. The product is BrC=1C=C(C=CC1OC)NC=C1C(OC(OC1=O)(C)C)=O (5-(((3-bromo-4-methoxyphenyl)amino)methylene)-2,2-dimethyl-1,3-dioxane-4,6-dione). Yield: 84.6%. Reaction SMILES: [Br:1][C:2]1[CH:3]=[C:4]([CH:6]=[CH:7][C:8]=1[O:9][CH3:10])[NH2:5].CO[CH:13]=[C:14]1[C:19](=[O:20])[O:18][C:17]([CH3:22])([CH3:21])[O:16][C:15]1=[O:23]>CC(O)C>[Br:1][C:2]1[CH:3]=[C:4]([NH:5][CH:13]=[C:14]2[C:15](=[O:23])[O:16][C:17]([CH3:21])([CH3:22])[O:18][C:19]2=[O:20])[CH:6]=[CH:7][C:8]=1[O:9][CH3:10]. Reported procedure: To a vial charged with 3-bromo-4-methoxyaniline (1.207 g, 5.97 mmol) was added IPA (11.95 ml) and 5-(methoxymethylene)-2,2-dimethyl-1,3-dioxane-4,6-dione (1.112 g, 5.97 mmol) respectively. The mixture was heated to 90° C. for 2 hrs providing a brown solution which was cooled to room temp affording an orange precipitate which was collected by vacuum filtration affording 5-(((3-bromo-4-methoxyphenyl)amino)methylene)-2,2-dimethyl-1,3-dioxane-4,6-dione (1.8 g, 5.05 mmol, 85% yield). This solid was t... Starting materials: OC=1C=C(C(=O)O)C=C(C1)N1C(CCC1)=O (3-Hydroxy-5-(2-oxopyrrolidin-1-yl)-benzoic acid), C(C1=CC=CC=C1)[C@@H]([C@H](C[C@@H](C)C(NCCC1=CCCCC1)=O)O)NC(C1=CC(=CC(=C1)N1C(CCC1)=O)OC(C)C)=O (N-[(1S,2S,4R)-1-benzyl-4-(cyclohex-1-enylethylcarbamoyl)-2-hydroxypentyl]-3-isopropoxy-5-(2-oxopyrrolidin-1-yl)benzamide). Yields the product C(C1=CC=CC=C1)[C@@H]([C@H](C[C@@H](C)C(NCCC1CCCCC1)=O)O)NC(C1=CC(=CC(=C1)N1C(CCC1)=O)OC(C)C)=O (N-[(1S,2S,4R)-1-Benzyl-4-(2-cyclohexylethylcarbamoyl)-2-hydroxypentyl]-3-isopropoxy-5-(2-oxopyrrolidin-1-yl)benzamide). RXN SMILES: OC1C=C(C=C(N2CCCC2=O)C=1)C(O)=O.[CH2:17]([C@H:24]([NH:41][C:42](=[O:59])[C:43]1[CH:48]=[C:47]([N:49]2[CH2:53][CH2:52][CH2:51][C:50]2=[O:54])[CH:46]=[C:45]([O:55][CH:56]([CH3:58])[CH3:57])[CH:44]=1)[C@@H:25]([OH:40])[CH2:26][C@H:27]([C:29](=[O:39])[NH:30][CH2:31][CH2:32][C:33]1[CH2:38][CH2:37][CH2:36][CH2:35][CH:34]=1)[CH3:28])[C:18]1[CH:23]=[CH:22][CH:21]=[CH:20][CH:19]=1>>[CH2:17]([C@H:24]([NH:41][C:42](=[O:59])[C:43]1[CH:48]=[C:47]([N:49]2[CH2:53][CH2:52][CH2:51][C:50]2=[O:54])[CH:46]=[C:45]([O:55][CH:56]([CH3:58])[CH3:57])[CH:44]=1)[C@@H:25]([OH:40])[CH2:26][C@H:27]([C:29](=[O:39])[NH:30][CH2:31][CH2:32][CH:33]1[CH2:34][CH2:35][CH2:36][CH2:37][CH2:38]1)[CH3:28])[C:18]1[CH:19]=[CH:20][CH:21]=[CH:22][CH:23]=1. Procedure details: Prepared in an analogous manner to D6 (hydrogenation stage) from N-[(1S,2S,4R)-1-benzyl-4-(cyclohex-1-enylethylcarbamoyl)-2-hydroxypentyl]-3-isopropoxy-5-(2-oxopyrrolidin-1-yl)benzamide (D51). Reactants: COC1=CC=C2C=CC=C(C2=C1)C#N (7-methoxy-1-naphthonitrile), BrBr (bromine). The solvent is C(C)(=O)O (acetic acid). Yields the product BrC=1C(=CC=C2C=CC=C(C12)C#N)OC (8-bromo-7-methoxy-1-naphthonitrile), BrBr (bromine). RXN SMILES: [CH3:1][O:2][C:3]1[CH:12]=[C:11]2[C:6]([CH:7]=[CH:8][CH:9]=[C:10]2[C:13]#[N:14])=[CH:5][CH:4]=1.[Br:15][Br:16]>C(O)(=O)C>[Br:15][C:12]1[C:3]([O:2][CH3:1])=[CH:4][CH:5]=[C:6]2[C:11]=1[C:10]([C:13]#[N:14])=[CH:9][CH:8]=[CH:7]2.[Br:15][Br:16]. Procedure details: Bromination of 7-methoxy-1-naphthonitrile (4) with bromine in acetic acid is a very temperature sensitive reaction. The compound 8-bromo-7-methoxy-1-naphthonitrile is produced rapidly at room temperature with two equivalent of bromine. It produces many poly-brominated impurities when the temperature is above 70° C. In this process of the present invention, 7-methoxy-1-naphthonitrile (4) is di-brominated at 40-70° C. with 2-6 equivalents of bromine in acetic acid. Upon the completion of the react...